From a dataset of the Open Reaction Database (ORD), a public repository of structured organic reaction records. describe an organic reaction: reactants, conditions, products, and yield Starting materials: BrC1=CC=C(C=N1)NC1CCN(CC1)C(=O)OC(C)(C)C (tert-butyl 4-((6-bromopyridin-3-yl)amino)piperidine-1-carboxylate), CS(=O)(=O)C=1C=C2C=CNC2=CC1 (5-(methylsulfonyl)-1H-indole), ( M-56 ). Product: CS(=O)(=O)C=1C=C2C=CN(C2=CC1)C1=CC=C(C=N1)NC1CCN(CC1)C(=O)OC(C)(C)C (tert-Butyl 4-((6-(5-(methylsulfonyl)-1H-indol-1-yl)pyridin-3-yl)amino)-piperidine-1-carboxylate). As a reaction SMILES: Br[C:2]1[N:7]=[CH:6][C:5]([NH:8][CH:9]2[CH2:14][CH2:13][N:12]([C:15]([O:17][C:18]([CH3:21])([CH3:20])[CH3:19])=[O:16])[CH2:11][CH2:10]2)=[CH:4][CH:3]=1.[CH3:22][S:23]([C:26]1[CH:27]=[C:28]2[C:32](=[CH:33][CH:34]=1)[NH:31][CH:30]=[CH:29]2)(=[O:25])=[O:24]>>[CH3:22][S:23]([C:26]1[CH:27]=[C:28]2[C:32](=[CH:33][CH:34]=1)[N:31]([C:2]1[N:7]=[CH:6][C:5]([NH:8][CH:9]3[CH2:14][CH2:13][N:12]([C:15]([O:17][C:18]([CH3:21])([CH3:20])[CH3:19])=[O:16])[CH2:11][CH2:10]3)=[CH:4][CH:3]=1)[CH:30]=[CH:29]2)(=[O:25])=[O:24]. Procedure details: The title compound was prepared by following the similar procedure as described in Intermediate-27 using tert-butyl 4-((6-bromopyridin-3-yl)amino)piperidine-1-carboxylate and 5-(methylsulfonyl)-1H-indole; MS: 415.2 (M−56). The reactants are FC=1C=C(C=CC1)B(O)O (3-fluorophenylboronic acid), BrC=1C=C(C=CC1N1CCN(CC1)S(=O)(=O)C=1SC=CC1)C(C(F)(F)F)(C(F)(F)F)O (2-(3-bromo-4-(4-(2-thiophenylsulfonyl)-1-piperazinyl)phenyl)-1,1,1,3,3,3-hexafluoro-2-propanol). Yields the product FC(C(C(F)(F)F)(O)C=1C=C(C(=CC1)N1CCN(CC1)S(=O)(=O)C=1SC=CC1)C1=CC(=CC=C1)F)(F)F (1,1,1,3,3,3-hexafluoro-2-(3′-fluoro-6-(4-(2-thiophenylsulfonyl)-1-piperazinyl)-3-biphenylyl)-2-propanol). RXN SMILES: [F:1][C:2]1[CH:3]=[C:4](B(O)O)[CH:5]=[CH:6][CH:7]=1.Br[C:12]1[CH:13]=[C:14]([C:32]([OH:41])([C:37]([F:40])([F:39])[F:38])[C:33]([F:36])([F:35])[F:34])[CH:15]=[CH:16][C:17]=1[N:18]1[CH2:23][CH2:22][N:21]([S:24]([C:27]2[S:28][CH:29]=[CH:30][CH:31]=2)(=[O:26])=[O:25])[CH2:20][CH2:19]1>>[F:40][C:37]([F:38])([F:39])[C:32]([C:14]1[CH:15]=[C:16]([C:4]2[CH:5]=[CH:6][CH:7]=[C:2]([F:1])[CH:3]=2)[C:17]([N:18]2[CH2:23][CH2:22][N:21]([S:24]([C:27]3[S:28][CH:29]=[CH:30][CH:31]=3)(=[O:25])=[O:26])[CH2:20][CH2:19]2)=[CH:12][CH:13]=1)([OH:41])[C:33]([F:36])([F:35])[F:34]. Procedure details: Following the procedure outlined for Example 69, 3-fluorophenylboronic acid (20.23 mg, 0.145 mmol) was coupled to 2-(3-bromo-4-(4-(2-thiophenylsulfonyl)-1-piperazinyl)phenyl)-1,1,1,3,3,3-hexafluoro-2-propanol to afford 1,1,1,3,3,3-hexafluoro-2-(3′-fluoro-6-(4-(2-thiophenylsulfonyl)-1-piperazinyl)-3-biphenylyl)-2-propanol. 1H NMR (300 MHz, CD3OD) δ 7.89 (d, J=4.2 Hz, 1H), 7.66 (s, 1H), 7.58 (d, J=2.6 Hz, 1H), 7.53 (s, 1H), 7.42-7.31 (m, 1H), 7.27 (d, J=4.0 Hz, 3H), 7.17 (d, J=8.6 Hz, 1H), 7.09-6....